From a dataset of the Open Reaction Database (ORD), a public repository of structured organic reaction records. describe an organic reaction: reactants, conditions, products, and yield Starting materials: O=C([O-])[O-], COC(=O)C(C)CCCl, CC(=O)N(c1ccc(Cl)cc1)C1CC(C)N(C(=O)c2ccc(O)cc2)c2ccccc21, [Cs+], [Cs+], CN(C)C=O. Yields the product COC(=O)C(C)CCOc1ccc(C(=O)N2c3ccccc3C(N(C(C)=O)c3ccc(Cl)cc3)CC2C)cc1. As a reaction SMILES: [C:32](=[O:33])([O-:34])[O-:35].[CH3:38][O:39][C:40]([CH:41]([CH2:42][CH2:43][Cl:44])[CH3:45])=[O:46].[Cl:1][c:2]1[cH:3][cH:4][c:5]([N:8]([C:9]([CH3:10])=[O:11])[CH:12]2[CH2:13][CH:14]([CH3:31])[N:15]([C:22]([c:23]3[cH:24][cH:25][c:26]([OH:29])[cH:27][cH:28]3)=[O:30])[c:16]3[cH:17][cH:18][cH:19][cH:20][c:21]32)[cH:6][cH:7]1.[Cs+:36].[Cs+:37].[O:47]=[CH:48][N:49]([CH3:50])[CH3:51]>>[Cl:1][c:2]1[cH:3][cH:4][c:5]([N:8]([C:9]([CH3:10])=[O:11])[CH:12]2[CH2:13][CH:14]([CH3:31])[N:15]([C:22]([c:23]3[cH:24][cH:25][c:26]([O:29][CH2:43][CH2:42][CH:41]([C:40]([O:39][CH3:38])=[O:46])[CH3:45])[cH:27][cH:28]3)=[O:30])[c:16]3[cH:17][cH:18][cH:19][cH:20][c:21]32)[cH:6][cH:7]1. Starting materials: Cc1cc(Br)c2c(c1)N(S(=O)(=O)c1ccc(Cl)cc1)CCO2, C1CNCCN1, CC(C)(C)[O-], Cc1ccccc1, CCOC(C)=O, [Na+], O=C(C=Cc1ccccc1)C=Cc1ccccc1, O=C(C=Cc1ccccc1)C=Cc1ccccc1, O=C(C=Cc1ccccc1)C=Cc1ccccc1, [Pd], [Pd], c1ccc(P(c2ccccc2)c2ccc3ccccc3c2-c2c(P(c3ccccc3)c3ccccc3)ccc3ccccc23)cc1. The product is Cc1cc(N2CCNCC2)c2c(c1)N(S(=O)(=O)c1ccc(Cl)cc1)CCO2. RXN SMILES: [Br:53][c:54]1[cH:55][c:56]([CH3:74])[cH:57][c:58]2[c:63]1[O:62][CH2:61][CH2:60][N:59]2[S:64](=[O:65])(=[O:66])[c:67]1[cH:68][cH:69][c:70]([Cl:73])[cH:71][cH:72]1.[CH2:75]1[CH2:76][NH:77][CH2:78][CH2:79][NH:80]1.[CH3:47][C:48]([CH3:49])([O-:50])[CH3:51].[CH3:81][c:82]1[cH:83][cH:84][cH:85][cH:86][cH:87]1.[CH3:88][CH2:89][O:90][C:91](=[O:92])[CH3:93].[Na+:52].[O:114]=[C:115]([CH:116]=[CH:117][c:118]1[cH:119][cH:120][cH:121][cH:122][cH:123]1)[CH:124]=[CH:125][c:126]1[cH:127][cH:128][cH:129][cH:130][cH:131]1.[O:132]=[C:133]([CH:134]=[CH:135][c:136]1[cH:137][cH:138][cH:139][cH:140][cH:141]1)[CH:142]=[CH:143][c:144]1[cH:145][cH:146][cH:147][cH:148][cH:149]1.[O:96]=[C:97]([CH:98]=[CH:99][c:100]1[cH:101][cH:102][cH:103][cH:104][cH:105]1)[CH:106]=[CH:107][c:108]1[cH:109][cH:110][cH:111][cH:112][cH:113]1.[Pd:94].[Pd:95].[c:1]1([P:2]([c:3]2[cH:4][cH:5][cH:6][cH:7][cH:8]2)[c:9]2[cH:10][cH:11][c:12]3[c:13]([cH:14][cH:15][cH:16][cH:17]3)[c:18]2-[c:19]2[c:20]3[c:21]([cH:22][cH:23][cH:24][cH:25]3)[cH:26][cH:27][c:28]2[P:29]([c:30]2[cH:31][cH:32][cH:33][cH:34][cH:35]2)[c:36]2[cH:37][cH:38][cH:39][cH:40][cH:41]2)[cH:42][cH:43][cH:44][cH:45][cH:46]1>>[c:54]1([N:77]2[CH2:76][CH2:75][NH:80][CH2:79][CH2:78]2)[cH:55][c:56]([CH3:74])[cH:57][c:58]2[c:63]1[O:62][CH2:61][CH2:60][N:59]2[S:64](=[O:65])(=[O:66])[c:67]1[cH:68][cH:69][c:70]([Cl:73])[cH:71][cH:72]1. Starting materials: CN(C1=NC=C(C#N)C=C1C)C (6-dimethylamino-5-methyl-nicotinonitrile), Cl (HCl), C1CCOC1.C(C)O (THF ethanol), [OH-].[Na+] (NaOH), amide. Yields the product CN(C1=NC=C(C(=O)O)C=C1C)C (6-Dimethylamino-5-methyl-nicotinic acid). As a reaction SMILES: [CH3:1][N:2]([CH3:12])[C:3]1[C:10]([CH3:11])=[CH:9]C(C#N)=[CH:5][N:4]=1.[OH-].[Na+].Cl.C1C[O:19]CC1.[CH2:21]([OH:23])[CH3:22]>>[CH3:1][N:2]([CH3:12])[C:3]1[C:10]([CH3:11])=[CH:9][C:22]([C:21]([OH:19])=[O:23])=[CH:5][N:4]=1 |f:1.2,4.5|. Procedure details: The above prepared 6-dimethylamino-5-methyl-nicotinonitrile (0.435 g, 2.70 mmol) was dissolved in 13.6 ml of THF/ethanol=1/1 and treated with 6.75 ml of 2N NaOH (5 eq.). The mixture was refluxed for 30 h; aliquots were taken from time to time and analyzed by MS to follow the disappearance of the amide intermediate. After cooling down to room temperature, the pH was adjusted with HCl to 3. Careful evaporation of the solvents and drying under HV left 1.45 g of the title acid as white solid, contam...